This data is from the Open Reaction Database (ORD), a public repository of structured organic reaction records. The task is: describe an organic reaction: reactants, conditions, products, and yield Starting materials: C1(CC1)C1=CC(=NN1)NC1=NC(=NC=C1)NCC1=CC2=C(N(C=N2)C2OCCCC2)C=C1F (N4-(5-cyclopropyl-1H-pyrazol-3-yl)-N2-((6-fluoro-1-(tetrahydro-2H-pyran-2-yl)-1H-benzo[d]imidazol-5-yl)methyl)pyrimidine-2,4-diamine), CC=1C=CC(=CC1)S(=O)(=O)O.O (TsOH.H2O). Run in CO (MeOH), O (water). The product is C1(CC1)C1=CC(=NN1)NC1=NC(=NC=C1)NCC1=CC2=C(NC=N2)C=C1F (N4-(5-Cyclopropyl-1H-pyrazol-3-yl)-N2-((6-fluoro-1H-benzo[d]imidazol-5-yl)methyl)pyrimidine-2,4-diamine). RXN SMILES: [CH:1]1([C:4]2[NH:8][N:7]=[C:6]([NH:9][C:10]3[CH:15]=[CH:14][N:13]=[C:12]([NH:16][CH2:17][C:18]4[C:32]([F:33])=[CH:31][C:21]5[N:22](C6CCCCO6)[CH:23]=[N:24][C:20]=5[CH:19]=4)[N:11]=3)[CH:5]=2)[CH2:3][CH2:2]1.CC1C=CC(S(O)(=O)=O)=CC=1.O>CO.O>[CH:1]1([C:4]2[NH:8][N:7]=[C:6]([NH:9][C:10]3[CH:15]=[CH:14][N:13]=[C:12]([NH:16][CH2:17][C:18]4[C:32]([F:33])=[CH:31][C:21]5[NH:22][CH:23]=[N:24][C:20]=5[CH:19]=4)[N:11]=3)[CH:5]=2)[CH2:2][CH2:3]1 |f:1.2|. Procedure: A mixture of 108 (170 mg, 0.38 mmol) and TsOH.H2O (72 mg, 0.38 mmol) in MeOH (5 mL) and water (1 mL) was heated at reflux for 2 h. After solvent was removed in vacuo, the residue was purified by preparative HPLC to give 60 mg (43%) of I-28 as white solid.